This data is from the Open Reaction Database (ORD), a public repository of structured organic reaction records. The task is: describe an organic reaction: reactants, conditions, products, and yield The reactants are ClC1=NC(=CC(=C1NC(COCC)=O)NCC(C)C)C (N-(2-Chloro-4-(2-methylpropylamino)-6-methylpyridin-3-yl]-2-ethoxyacetamide), P(=O)(Cl)(Cl)Cl (phosphorus oxychloride). Solvent: C1(=CC=CC=C1)C (toluene). Reaction conditions: temperature 110 celsius. Product: ClC1=NC(=CC2=C1N=C(N2CC(C)C)COCC)C (4-Chloro-2-(ethoxymethyl)-1-(2-methylpropyl)-6-methyl-1H-imidazo[4,5-c]pyridine). RXN SMILES: [Cl:1][C:2]1[C:7]([NH:8][C:9](=O)[CH2:10][O:11][CH2:12][CH3:13])=[C:6]([NH:15][CH2:16][CH:17]([CH3:19])[CH3:18])[CH:5]=[C:4]([CH3:20])[N:3]=1.P(Cl)(Cl)(Cl)=O>C1(C)C=CC=CC=1>[Cl:1][C:2]1[C:7]2[N:8]=[C:9]([CH2:10][O:11][CH2:12][CH3:13])[N:15]([CH2:16][CH:17]([CH3:19])[CH3:18])[C:6]=2[CH:5]=[C:4]([CH3:20])[N:3]=1. Procedure details: N-(2-Chloro-4-(2-methylpropylamino)-6-methylpyridin-3-yl]-2-ethoxyacetamide (26.43 g), anhydrous toluene (400 ml), and phosphorus oxychloride (74 ml) were combined and heated to 110° C. for 16 hours. HPLC analysis of the resulting reaction mixture indicated 30% completion. The reaction mixture was heated to reflux for an additional 24 hours when the reaction was found to be complete. The resulting reaction mixture was cooled, and the phosphorus oxychloride and toluene were removed under reduced ... The reactants are NC(=C([N+](=O)[O-])[N+](=O)[O-])N (1,1-diamino-2,2-dinitroethylene), CC=1N=CC(C(N1)=O)=O (2-methyl-4,5pyrimidindione), O (water), [N+](=O)(O)[O-] (nitric acid). Solvent: S(O)(O)(=O)=O (sulphuric acid). Run at time 3 hour. Yields the product CC=1NC(CC(N1)=O)=O (2-methyl-4,6-pyrimidindione). The yield is 35.0%. As a reaction SMILES: [CH3:1][C:2]1[N:3]=[CH:4][C:5](=O)[C:6](=[O:8])[N:7]=1.[N+]([O-])(O)=[O:11].O.NC(N)=C([N+]([O-])=O)[N+]([O-])=O>S(=O)(=O)(O)O>[CH3:1][C:2]1[NH:7][C:6](=[O:8])[CH2:5][C:4](=[O:11])[N:3]=1. Reported procedure: Finely ground 2-methyl-4,5pyrimidindione (5.1 g, 0.05 mole) was dissolved in concentrated sulphuric acid (40 ml, 1.84 g/cm3) at 15-20° C. during vigorous stirring. At the same temperature nitric acid (8.0 ml, 1.52 g/cm3) was added over a 30-min period. After 3 h, the reaction mixture was poured into water. Within a few seconds, bright yellow crystals settled out (1,1-diamino-2,2-dinitroethylene). The precipitate were washed with water and dried at 50° C. 2.6 g 1,1-diamino-2,2-dinitroethylene was... The reactants are CN(C)CCCC(O)(c1ccc(F)cc1)c1ccc(N)cc1CO, [NH4+], [OH-], O. Product: CN(C)CCCC1(c2ccc(F)cc2)OCc2cc(N)ccc21. As a reaction SMILES: [CH3:1][N:2]([CH2:3][CH2:4][CH2:5][C:6]([OH:7])([c:8]1[cH:9][cH:10][c:11]([F:14])[cH:12][cH:13]1)[c:15]1[c:16]([CH2:22][OH:23])[cH:17][c:18]([NH2:21])[cH:19][cH:20]1)[CH3:24].[NH4+:26].[OH-:25].[OH2:27]>>[CH3:1][N:2]([CH2:3][CH2:4][CH2:5][C:6]1([c:8]2[cH:9][cH:10][c:11]([F:14])[cH:12][cH:13]2)[O:7][CH2:22][c:16]2[c:15]1[cH:20][cH:19][c:18]([NH2:21])[cH:17]2)[CH3:24]. Reactants: resultant mixture, C([O-])([O-])=O.[K+].[K+] (potassium carbonate), C(CC)C1=C(C=CC(=C1)C(C(F)(F)F)(C(F)(F)F)O)CC(=O)[O-] (2-Propyl-4-(1,1,1,3,3,3-hexafluoro-2-hydroxypropan-2-yl)phenylacetate), C(C)(C)N(C(C)C)CC (N,N-diisopropylethylamine), COCCl (chloromethyl methyl ether). Solvent: CO (methanol), O (water), ClCCl (dichloromethane). Run at time 1.5 hour. The product is FC(C(C(F)(F)F)(OCOC)C1=CC(=C(C=C1)O)CCC)(F)F (4-(1,1,1,3,3,3-hexafluoro-2-(methoxymethoxy)propan-2-yl)-2-propylphenol). Yield: 79.0%. Reaction SMILES: C([C:4]1[CH:9]=[C:8]([C:10]([OH:19])([C:15]([F:18])([F:17])[F:16])[C:11]([F:14])([F:13])[F:12])[CH:7]=[CH:6][C:5]=1CC([O-])=O)CC.C(N(CC)[CH:28]([CH3:30])[CH3:29])(C)C.[CH3:33][O:34][CH2:35]Cl.C(=O)([O-])[O-:38].[K+].[K+]>ClCCl.O.CO>[F:13][C:11]([F:14])([F:12])[C:10]([C:8]1[CH:7]=[CH:6][C:5]([OH:38])=[C:4]([CH2:30][CH2:28][CH3:29])[CH:9]=1)([O:19][CH2:33][O:34][CH3:35])[C:15]([F:16])([F:18])[F:17] |f:3.4.5|. Procedure: 2-Propyl-4-(1,1,1,3,3,3-hexafluoro-2-hydroxypropan-2-yl)phenylacetate (13.67 g, 39.7 mmol) in dichloromethane (160 mL) was added with N,N-diisopropylethylamine (27.6 mL) and then with chloromethyl methyl ether (6.0 mL). The resultant mixture was stirred at 40° C. for 18 hours, added with methanol at room temperature (20 mL), stirred for 1.5 hours, then added with potassium carbonate (11 g, 39.7 mmol), and stirred overnight. The reaction solution was added with water and extracted with ethyl acet... Reactants: Br, CC(=O)O, CC1(c2ccc(Cl)cc2)NS(=O)(=O)NC1c1ccc(Cl)cc1, Oc1ccccc1. As a reaction SMILES: [BrH:30].[CH3:31][C:32](=[O:33])[OH:34].[Cl:1][c:2]1[cH:3][cH:4][c:5]([C:8]2([CH3:22])[NH:9][S:10](=[O:20])(=[O:21])[NH:11][CH:12]2[c:13]2[cH:14][cH:15][c:16]([Cl:19])[cH:17][cH:18]2)[cH:6][cH:7]1.[OH:23][c:24]1[cH:25][cH:26][cH:27][cH:28][cH:29]1>>[Cl:1][c:2]1[cH:3][cH:4][c:5]([C:8]([NH2:9])([CH:12]([NH2:11])[c:13]2[cH:14][cH:15][c:16]([Cl:19])[cH:17][cH:18]2)[CH3:22])[cH:6][cH:7]1. Yields the product CC(N)(c1ccc(Cl)cc1)C(N)c1ccc(Cl)cc1. The reactants are BrC=1C=CC2=C(C=C(CCS2(=O)=O)C(=O)NC2=CC=C(C=C2)CN(C2CCOCC2)C)C1 (7-bromo-N-[4-[[N-methyl-N-(tetrahydropyran-4-yl)amino]methyl]phenyl]-1,1-dioxo-2,3-dihydro-1-benzothiepine-4-carboxamide), B(OC1=CC(=C(C=C1)OCC)OCC)([O-])[O-] (3,4-diethoxyphenyl borate), C([O-])([O-])=O.[K+].[K+] (potassium carbonate). Reagents/catalysts: C=1C=CC(=CC1)[P](C=2C=CC=CC2)(C=3C=CC=CC3)[Pd]([P](C=4C=CC=CC4)(C=5C=CC=CC5)C=6C=CC=CC6)([P](C=7C=CC=CC7)(C=8C=CC=CC8)C=9C=CC=CC9)[P](C=1C=CC=CC1)(C=1C=CC=CC1)C=1C=CC=CC1 (tetrakistriphenylphosphinepalladium). The solvent is C1(=CC=CC=C1)C.C(C)O.O (toluene ethanol water). Run at time 1 hour. Yields the product C(C)OC=1C=C(C=CC1OCC)C=1C=CC2=C(C=C(CCS2(=O)=O)C(=O)NC2=CC=C(C=C2)CN(C2CCOCC2)C)C1 (7-(3,4-diethoxyphenyl)-N-[4-[[N-methyl-N-(tetrahydropyran-4-yl)amino]methyl]phenyl]-1,1-dioxo-2,3-dihydro-1-benzothiepine-4-carboxamide). The yield is 61.3%. As a reaction SMILES: Br[C:2]1[CH:3]=[CH:4][C:5]2[S:11](=[O:13])(=[O:12])[CH2:10][CH2:9][C:8]([C:14]([NH:16][C:17]3[CH:22]=[CH:21][C:20]([CH2:23][N:24]([CH3:31])[CH:25]4[CH2:30][CH2:29][O:28][CH2:27][CH2:26]4)=[CH:19][CH:18]=3)=[O:15])=[CH:7][C:6]=2[CH:32]=1.B([O-])([O-])O[C:35]1[CH:40]=[CH:39][C:38]([O:41][CH2:42][CH3:43])=[C:37]([O:44][CH2:45][CH3:46])[CH:36]=1.C(=O)([O-])[O-].[K+].[K+]>C1(C)C=CC=CC=1.C(O)C.O.C1C=CC([P]([Pd]([P](C2C=CC=CC=2)(C2C=CC=CC=2)C2C=CC=CC=2)([P](C2C=CC=CC=2)(C2C=CC=CC=2)C2C=CC=CC=2)[P](C2C=CC=CC=2)(C2C=CC=CC=2)C2C=CC=CC=2)(C2C=CC=CC=2)C2C=CC=CC=2)=CC=1>[CH2:45]([O:44][C:37]1[CH:36]=[C:35]([C:2]2[CH:3]=[CH:4][C:5]3[S:11](=[O:12])(=[O:13])[CH2:10][CH2:9][C:8]([C:14]([NH:16][C:17]4[CH:18]=[CH:19][C:20]([CH2:23][N:24]([CH3:31])[CH:25]5[CH2:26][CH2:27][O:28][CH2:29][CH2:30]5)=[CH:21][CH:22]=4)=[O:15])=[CH:7][C:6]=3[CH:32]=2)[CH:40]=[CH:39][C:38]=1[O:41][CH2:42][CH3:43])[CH3:46] |f:2.3.4,5.6.7,^1:69,71,90,109|. Procedure details: Under argon atmosphere, a mixture of 7-bromo-N-[4-[[N-methyl-N-(tetrahydropyran-4-yl)amino]methyl]phenyl]-1,1-dioxo-2,3-dihydro-1-benzothiepine-4-carboxamide (300 mg), 3,4-diethoxyphenyl borate (134 mg) and potassium carbonate (160 mg) in toluene/ethanol/water (10/1/1 ml) was stirred at room temperature for 1 hour. To the mixture was added tetrakistriphenylphosphinepalladium (33 mg), and the mixture was refluxed for 7 hours, cooled, extracted with ethyl acetate, washed with saturated brine, drie...